The task is: describe an organic reaction: reactants, conditions, products, and yield. This data is from the Open Reaction Database (ORD), a public repository of structured organic reaction records. Reactants: ClC1=C(C=C(N)C=C1)C1=NC=CC=C1 (4-chloro-3-(pyridin-2-yl)aniline), IC1=C(C(=O)O)C=CC(=C1)S(=O)(=O)C (2-iodo-4-(methylsulfonyl)benzoic acid). Yields the product ClC1=C(C=C(C=C1)NC(C1=C(C=C(C=C1)S(=O)(=O)C)I)=O)C1=NC=CC=C1 (N-(4-chloro-3-(pyridin-2-yl)phenyl)-2-iodo-4-(methylsulfonyl)benzamide). As a reaction SMILES: [Cl:1][C:2]1[CH:8]=[CH:7][C:5]([NH2:6])=[CH:4][C:3]=1[C:9]1[CH:14]=[CH:13][CH:12]=[CH:11][N:10]=1.[I:15][C:16]1[CH:24]=[C:23]([S:25]([CH3:28])(=[O:27])=[O:26])[CH:22]=[CH:21][C:17]=1[C:18](O)=[O:19]>>[Cl:1][C:2]1[CH:8]=[CH:7][C:5]([NH:6][C:18](=[O:19])[C:17]2[CH:21]=[CH:22][C:23]([S:25]([CH3:28])(=[O:27])=[O:26])=[CH:24][C:16]=2[I:15])=[CH:4][C:3]=1[C:9]1[CH:14]=[CH:13][CH:12]=[CH:11][N:10]=1. Reported procedure: 600 mg of methyl 2-amino-4-(methylsulfonyl)benzoate was added to a solution of 4 mL of H2O and 1 ml, of concentrated sulfuric acid. The solution was cooled to 0° C. and a solution of 206 mg of sodium nitrite in 1 mL of H2O was added slowly. The reaction mixture was stirred for 2 h and then a solution of 782 mg of potassium iodide in 2 mL of H2O was added dropwise at 0° C. The reaction was allowed to warm to room temperature and stirred for 5 h. The mixture was extracted with ethyl acetate. The c... The reactants are BrC1=CC(=CC=C1)OC1=CC=CC=C1 (1-bromo-3-phenoxy-benzene), [Li]CCCC (n-BuLi), C(C)(C)(C)OC(=O)N1C(CCC1)=O (1-(tert-Butoxycarbonyl)-2-pyrrolidinone). Product: O(C1=CC=CC=C1)C=1C=C(C=CC1)C=1CCCN1 (5-(3-phenoxy-phenyl)-3,4-dihydro-2H-pyrrole). RXN SMILES: Br[C:2]1[CH:7]=[CH:6][CH:5]=[C:4]([O:8][C:9]2[CH:14]=[CH:13][CH:12]=[CH:11][CH:10]=2)[CH:3]=1.[Li]CCCC.C(OC([N:27]1[CH2:31][CH2:30][CH2:29][C:28]1=O)=O)(C)(C)C>C1COCC1>[O:8]([C:4]1[CH:3]=[C:2]([C:28]2[CH2:29][CH2:30][CH2:31][N:27]=2)[CH:7]=[CH:6][CH:5]=1)[C:9]1[CH:10]=[CH:11][CH:12]=[CH:13][CH:14]=1. Reported procedure: To a cold solution (−78° C.) of 1-bromo-3-phenoxy-benzene (10.13 g, 40.6 mmol) in anhydrous THF (100 mL) and under nitrogen is added n-BuLi (1.6M, 44.7 mmol, 27 mL). The mixture is allowed to stir for 30 minutes before being added to a cold solution (−78° C.) of 1-(tert-Butoxycarbonyl)-2-pyrrolidinone in anhydrous THF (50 mL) under nitrogen via cannula. The resulting mixture is allowed to warm to room temperature overnight before being quenched with water (200 mL) and extracted with EtOAc (3×100... The yield is 63.0%. Run in C1CCOC1 (THF), C1CCOC1 (THF). Run at time 30 minute. The reactants are CC(C)(C)OC(=O)N1CCCC1C(=O)O (Boc-Pro-OH), O=C(O)c1ccc(Br)cc1 (1-bromo,4-carboxybenzene). The reagents and catalysts are [Cs+].[Cs+].[O-]C([O-])=O (CsCO3), CC(C)(C)C1=CC(=NC=C1)C2=NC=CC(=C2)C(C)(C)C (4,4-di-tert-butyl-2,2-bipyridyl), COCCOC.Cl[Ni]Cl (NiCl2-glyme), CC(C)(C)C1=CC2=N(->[Ir+]34(<-N5=CC(C(F)(F)F)=CC=C5C5=C(F)C=C(F)C=C53)(<-N3=CC(C(F)(F)F)=CC=C3C3=C(F)C=C(F)C=C34)<-N3=C2C=C(C(C)(C)C)C=C3)C=C1.F[P-](F)(F)(F)(F)F (Ir[dF(CF3)ppy]2(dtbbpy)PF6). The solvent is CN(C)C=O (DMF). Run at temperature 23 celsius, time 72 hour. Yields the product CC(C)(C)OC(=O)N1CCCC1c1ccc(C(=O)O)cc1. Isolated yield 90.0%. Procedure: Prior to irradiation, the reaction mixture was degassed by bubbling argon for 20 minutes